From a dataset of the Open Reaction Database (ORD), a public repository of structured organic reaction records. describe an organic reaction: reactants, conditions, products, and yield Starting materials: NC1=CC(=NC=C1)C(=O)O (4-aminopicolinic acid), S(O)(O)(=O)=O (sulfuric acid), CO (methanol). Product: COC(C1=NC=CC(=C1)N)=O (Methyl-4-aminopicolinate). As a reaction SMILES: [NH2:1][C:2]1[CH:7]=[CH:6][N:5]=[C:4]([C:8]([OH:10])=[O:9])[CH:3]=1.S(=O)(=O)(O)O.[CH3:16]O>>[CH3:16][O:9][C:8](=[O:10])[C:4]1[CH:3]=[C:2]([NH2:1])[CH:7]=[CH:6][N:5]=1. Procedure details: A mixture of 4-aminopicolinic acid (2.50 g, 18.1 mmol) and conc. sulfuric acid (2 mL, 37.3 mmol) in 50 mL methanol was refluxed for 20 h. The mixture was concentrated i. vac., then 50 mL dichloromethane were added and made basic by addition of conc. ammonia (aq). Then water and NaCl (aq, sat.) were added and the aqueous layer was extracted with methylenechloride/methanol=9:1. The combined organic layers were dried over MgSO4 and then evaporated to dryness. Starting materials: ClC(=O)OC (methyl chloroformate), NC=1C=C(C=CC1F)NS(=O)(=O)CC (N-(3-amino-4-fluorophenyl)ethanesulfonamide), N1=CC=CC=C1 (pyridine). Run in ClCCl (dichloromethane). Run at time 5 hour. Product: C(C)S(=O)(=O)NC=1C=CC(=C(NC(OC)=O)C1)F (methyl 5-ethylsulfonylamino-2-fluorocarbanilate). The yield is 96.4%. Reaction SMILES: Cl[C:2]([O:4][CH3:5])=[O:3].[NH2:6][C:7]1[CH:8]=[C:9]([NH:14][S:15]([CH2:18][CH3:19])(=[O:17])=[O:16])[CH:10]=[CH:11][C:12]=1[F:13].N1C=CC=CC=1>ClCCl>[CH2:18]([S:15]([NH:14][C:9]1[CH:10]=[CH:11][C:12]([F:13])=[C:7]([CH:8]=1)[NH:6][C:2](=[O:3])[O:4][CH3:5])(=[O:17])=[O:16])[CH3:19]. Procedure: 22.1 g (229 mmol) of methyl chloroformate was added dropwise to a mixture of 50.0 g (229 mmol) of N-(3-amino-4-fluorophenyl)ethanesulfonamide, 18.1 g (229 mmol) of pyridine and 500 ml of dichloromethane at a temperature of not higher than 5° C. Thereafter the temperature was raised to room temperature and the reaction was continued for 5 hours. After the dichloromethane layer was separated out by adding water to the resultant mixture, the dichloromethane layer was washed with saturated saline so... As a reaction SMILES: [CH:1]1([CH:8]([C:12]2[CH:17]=[CH:16][C:15]([O:18][CH2:19][C:20]3[CH:29]=[CH:28][C:27]4[C:22](=[CH:23][CH:24]=[CH:25][CH:26]=4)[N:21]=3)=[CH:14][CH:13]=2)[C:9]([OH:11])=O)[CH2:7][CH2:6][CH2:5][CH2:4][CH2:3][CH2:2]1.C1(C(C2C=CC([O:45][CH2:46]C3C=CC4C(=CC=CC=4)N=3)=CC=2)C(O)=O)CCCC1.C1C2C(=CC=CC=2)C=CC=1COC1C=C(C([O:85][N:86]=CC(O)=O)CCCC2C=CC=CC=2)C=CC=1.N>>[OH:85][N:86]([O:45][CH3:46])[C:9](=[O:11])[CH:8]([CH:1]1[CH2:2][CH2:3][CH2:4][CH2:5][CH2:6][CH2:7]1)[C:12]1[CH:17]=[CH:16][C:15]([O:18][CH2:19][C:20]2[CH:29]=[CH:28][C:27]3[C:22](=[CH:23][CH:24]=[CH:25][CH:26]=3)[N:21]=2)=[CH:14][CH:13]=1. Reported procedure: The desired material was prepared according to the procedures described in Example 4 substituting 2-cycloheptyl-2-[4-(quinolin-2yl-methoxy)phenyl]acetic acid, prepared according to the procedure described in U.S. Pat. No. 4970215, for 2-cyclopentyl-2-[4-(quinolin-2-yl-methoxy)phenyl]acetic acid and Example 6 substituting 2-cycloheptyl-2-[4-(quinolin-2-yl-methoxy)phenyl]-acetic acid for {[1-(3-[2-naphthylmethoxy]-phenyl)4-phenylbutyl]oximino}acetic acid. 1H NMR (DMSO-d6, 300 MHz) δ 0.93 (m, 1H), ... The reactants are C1(CCCCCC1)C(C(=O)O)C1=CC=C(C=C1)OCC1=NC2=CC=CC=C2C=C1 (2-cycloheptyl-2-[4-(quinolin-2yl-methoxy)phenyl]acetic acid), C1=C(C=CC2=CC=CC=C12)COC=1C=C(C=CC1)C(CCCC1=CC=CC=C1)ON=CC(=O)O ({[1-(3-[2-naphthylmethoxy]-phenyl)4-phenylbutyl]oximino}acetic acid), N (NH3), C1(CCCC1)C(C(=O)O)C1=CC=C(C=C1)OCC1=NC2=CC=CC=C2C=C1 (2-cyclopentyl-2-[4-(quinolin-2-yl-methoxy)phenyl]acetic acid), C1(CCCCCC1)C(C(=O)O)C1=CC=C(C=C1)OCC1=NC2=CC=CC=C2C=C1 (2-cycloheptyl-2-[4-(quinolin-2-yl-methoxy)phenyl]-acetic acid). Product: ON(C(C(C1=CC=C(C=C1)OCC1=NC2=CC=CC=C2C=C1)C1CCCCCC1)=O)OC (2-Cycloheptyl-2-[4-(quinolin-2-yl-methoxy)phenyl]acetic acid N-hydroxy-N-methoxy-amide).